Dataset: the Open Reaction Database (ORD), a public repository of structured organic reaction records. Task: describe an organic reaction: reactants, conditions, products, and yield Starting materials: [Br-], C1CCOC1, C[Mg+], COc1c2c(c(O[Si](C(C)C)(C(C)C)C(C)C)c3ncccc13)C(=O)N(Cc1ccc(F)cc1)C2=O. Yields the product COc1c2c(c(O[Si](C(C)C)(C(C)C)C(C)C)c3ncccc13)C(=O)N(Cc1ccc(F)cc1)C2(C)O. RXN SMILES: [Br-:37].[CH2:40]1[O:41][CH2:42][CH2:43][CH2:44]1.[CH3:38][Mg+:39].[F:1][c:2]1[cH:3][cH:4][c:5]([CH2:6][N:7]2[C:8](=[O:34])[c:9]3[c:10]([O:32][CH3:33])[c:11]4[cH:12][cH:13][cH:14][n:15][c:16]4[c:17]([O:21][Si:22]([CH:23]([CH3:24])[CH3:25])([CH:26]([CH3:27])[CH3:28])[CH:29]([CH3:30])[CH3:31])[c:18]3[C:19]2=[O:20])[cH:35][cH:36]1>>[F:1][c:2]1[cH:3][cH:4][c:5]([CH2:6][N:7]2[C:8]([OH:34])([CH3:38])[c:9]3[c:10]([O:32][CH3:33])[c:11]4[cH:12][cH:13][cH:14][n:15][c:16]4[c:17]([O:21][Si:22]([CH:23]([CH3:24])[CH3:25])([CH:26]([CH3:27])[CH3:28])[CH:29]([CH3:30])[CH3:31])[c:18]3[C:19]2=[O:20])[cH:35][cH:36]1. The reactants are CON(C(=O)C1=NC=C(C=C1NS(=O)(=O)C1=CC(=C(C=C1)C)C(F)(F)F)Cl)C (5-chloro-3-(4-methyl-3-trifluoromethyl-benzenesulfonylamino)-pyridine-2-carboxylic acid methoxy-methyl-amide), COCCl (chloromethyl methyl ether), [H-].[Na+] (sodium hydride). Run in C1CCOC1 (THF), C1CCOC1 (THF). Conditions: time 8 hour. Product: CON(C(=O)C1=NC=C(C=C1N(S(=O)(=O)C1=CC(=C(C=C1)C)C(F)(F)F)COC)Cl)C (5-Chloro-3-[methoxymethyl-(4-methyl-3-trifluoromethyl-benzenesulfonyl)-amino]-pyridine-2-carboxylic acid methoxy-methyl-amide). Yield: 91.0%. Reaction SMILES: [H-].[Na+].[CH3:3][O:4][N:5]([CH3:30])[C:6]([C:8]1[C:13]([NH:14][S:15]([C:18]2[CH:23]=[CH:22][C:21]([CH3:24])=[C:20]([C:25]([F:28])([F:27])[F:26])[CH:19]=2)(=[O:17])=[O:16])=[CH:12][C:11]([Cl:29])=[CH:10][N:9]=1)=[O:7].[CH3:31][O:32][CH2:33]Cl>C1COCC1>[CH3:3][O:4][N:5]([CH3:30])[C:6]([C:8]1[C:13]([N:14]([CH2:31][O:32][CH3:33])[S:15]([C:18]2[CH:23]=[CH:22][C:21]([CH3:24])=[C:20]([C:25]([F:28])([F:26])[F:27])[CH:19]=2)(=[O:17])=[O:16])=[CH:12][C:11]([Cl:29])=[CH:10][N:9]=1)=[O:7] |f:0.1|. Reported procedure: To a mixture of sodium hydride (164 mg, 4.10 mmol) in 5 mL of THF was added a mixture of 5-chloro-3-(4-methyl-3-trifluoromethyl-benzenesulfonylamino)-pyridine-2-carboxylic acid methoxy-methyl-amide (1.50 g, 3.42 mmol) and chloromethyl methyl ether (0.388 mL, 5.13 mmol) in 5 mL of THF. The mixture was stirred at room temperature overnight. After the removal of the solvents the residue was purified by flash column (20% ethyl acetate in hexane) to afford 1.50 grams of the title compound as a white ... Starting materials: [BH4-], O=C(n1ccnc1)n1ccnc1, C1CCOC1, Cc1cc(C(=O)O)cc2c1OCCO2, CCOC(C)=O, Cl, [Na+], O. Yields the product Cc1cc(CO)cc2c1OCCO2. Reaction SMILES: [BH4-:27].[C:15]([n:16]1[cH:17][cH:18][n:19][cH:20]1)([n:21]1[cH:22][cH:23][n:24][cH:25]1)=[O:26].[CH2:30]1[O:31][CH2:32][CH2:33][CH2:34]1.[CH3:1][c:2]1[cH:3][c:4]([C:12](=[O:13])[OH:14])[cH:5][c:6]2[c:7]1[O:8][CH2:9][CH2:10][O:11]2.[CH3:36][CH2:37][O:38][C:39]([CH3:40])=[O:41].[ClH:29].[Na+:28].[OH2:35]>>[CH3:1][c:2]1[cH:3][c:4]([CH2:12][OH:13])[cH:5][c:6]2[c:7]1[O:8][CH2:9][CH2:10][O:11]2. Starting materials: CCO, CNC1CCS(=O)(=O)C1, Cl, O, OP(O)O. Product: CN(CP(=O)(O)O)C1CCS(=O)(=O)C1. RXN SMILES: [CH3:16][CH2:17][OH:18].[CH3:2][NH:3][CH:4]1[CH2:5][S:6](=[O:9])(=[O:10])[CH2:7][CH2:8]1.[ClH:1].[OH2:15].[P:11]([OH:12])([OH:13])[OH:14]>>[CH3:2][N:3]([CH:4]1[CH2:5][S:6](=[O:9])(=[O:10])[CH2:7][CH2:8]1)[CH2:16][P:11](=[O:12])([OH:13])[OH:14]. The reactants are IC=1C=C2C(=NC=NC2=CC1)C1CCNCC1 (6-iodo-4-piperidin-4-yl-quinazoline), [N+](=O)([O-])C1=CC=C(C=C1)OC(NC1=CC=C(C=C1)OC(C)C)=O ((4-isopropoxy-phenyl)-carbamic acid 4-nitro-phenyl ester), CCN(C(C)C)C(C)C (DIEA), nitrophenyl ester, CCN(C(C)C)C(C)C (DIEA). Run in C(Cl)(Cl)Cl (CHCl3), C(Cl)(Cl)Cl (CHCl3). Reaction conditions: time 8 hour. The product is C(C)(C)OC1=CC=C(C=C1)NC(=O)N1CCC(CC1)C1=NC=NC2=CC=C(C=C12)I (4-(6-Iodo-quinazolin-4-yl)-piperidine-1-carboxylic acid (4-isopropoxy-phenyl)-amide). Yield: 42.3%. As a reaction SMILES: [I:1][C:2]1[CH:3]=[C:4]2[C:9](=[CH:10][CH:11]=1)[N:8]=[CH:7][N:6]=[C:5]2[CH:12]1[CH2:17][CH2:16][NH:15][CH2:14][CH2:13]1.[N+](C1C=CC([O:27][C:28](=O)[NH:29][C:30]2[CH:35]=[CH:34][C:33]([O:36][CH:37]([CH3:39])[CH3:38])=[CH:32][CH:31]=2)=CC=1)([O-])=O.CCN(C(C)C)C(C)C>C(Cl)(Cl)Cl>[CH:37]([O:36][C:33]1[CH:34]=[CH:35][C:30]([NH:29][C:28]([N:15]2[CH2:16][CH2:17][CH:12]([C:5]3[C:4]4[C:9](=[CH:10][CH:11]=[C:2]([I:1])[CH:3]=4)[N:8]=[CH:7][N:6]=3)[CH2:13][CH2:14]2)=[O:27])=[CH:31][CH:32]=1)([CH3:39])[CH3:38]. Reported procedure: A solution of impure 6-iodo-4-piperidin-4-yl-quinazoline (4.00 g, “11.8 mmol”), as prepared in the preceding step, in CHCl3 (20 mL) was treated with (4-isopropoxy-phenyl)-carbamic acid 4-nitro-phenyl ester (4.10 g, 13.0 mmol), prepared as described in Example 1a, in one portion at rt under air. DIEA (2.15 mL, 13.0 mmol) was then added in one portion, and residual nitrophenyl ester and DIEA was transferred to the reaction with additional CHCl3 (20 mL). After 8 h rt stirring, the reaction was wash... The reactants are ClCCl, OCc1cccc(I)c1, O=[Cr](=O)([O-])Cl, c1cc[nH+]cc1. Product: O=Cc1cccc(I)c1. Reaction SMILES: [Cl:21][CH2:22][Cl:23].[I:12][c:13]1[cH:14][c:15]([CH2:16][OH:17])[cH:18][cH:19][cH:20]1.[O:1]=[Cr:2]([Cl:3])([O-:4])=[O:5].[nH+:6]1[cH:7][cH:8][cH:9][cH:10][cH:11]1>>[I:12][c:13]1[cH:14][c:15]([CH:16]=[O:17])[cH:18][cH:19][cH:20]1. Starting materials: BrC=1C=C(C=2NC3=CC(=CC=C3C2C1)C=1C=NC(=CC1)N1CCOCC1)C(=O)N (3-bromo-7-(6-morpholinopyridin-3-yl)-9H-carbazole-1-carboxamide), ClC1=C(CN2CCOCC2)C=CC(=C1)B1OC(C(O1)(C)C)(C)C (4-(2-chloro-4-(4,4,5,5-tetramethyl-1,3,2-dioxaborolan-2-yl)benzyl)morpholine). The reagents and catalysts are C1=CC=C(C=C1)P([C-]2C=CC=C2)C3=CC=CC=C3.C1=CC=C(C=C1)P([C-]2C=CC=C2)C3=CC=CC=C3.Cl[Pd]Cl.[Fe+2].C(Cl)Cl (PdCl2(dppf) CH2Cl2). Run at temperature 105 celsius. Product: ClC=1C=C(C=CC1CN1CCOCC1)C=1C=C(C=2NC3=CC(=CC=C3C2C1)C=1C=NC(=CC1)N1CCOCC1)C(=O)N (3-(3-chloro-4-(morpholinomethyl)phenyl)-7-(6-morpholinopyridin-3-yl)-9H-carbazole-1-carboxamide). RXN SMILES: Br[C:2]1[CH:3]=[C:4]([C:27]([NH2:29])=[O:28])[C:5]2[NH:6][C:7]3[C:12]([C:13]=2[CH:14]=1)=[CH:11][CH:10]=[C:9]([C:15]1[CH:16]=[N:17][C:18]([N:21]2[CH2:26][CH2:25][O:24][CH2:23][CH2:22]2)=[CH:19][CH:20]=1)[CH:8]=3.[Cl:30][C:31]1[CH:43]=[C:42](B2OC(C)(C)C(C)(C)O2)[CH:41]=[CH:40][C:32]=1[CH2:33][N:34]1[CH2:39][CH2:38][O:37][CH2:36][CH2:35]1>C1C=CC(P(C2C=CC=CC=2)[C-]2C=CC=C2)=CC=1.C1C=CC(P(C2C=CC=CC=2)[C-]2C=CC=C2)=CC=1.Cl[Pd]Cl.[Fe+2].C(Cl)Cl>[Cl:30][C:31]1[CH:43]=[C:42]([C:2]2[CH:3]=[C:4]([C:27]([NH2:29])=[O:28])[C:5]3[NH:6][C:7]4[C:12]([C:13]=3[CH:14]=2)=[CH:11][CH:10]=[C:9]([C:15]2[CH:16]=[N:17][C:18]([N:21]3[CH2:22][CH2:23][O:24][CH2:25][CH2:26]3)=[CH:19][CH:20]=2)[CH:8]=4)[CH:41]=[CH:40][C:32]=1[CH2:33][N:34]1[CH2:35][CH2:36][O:37][CH2:38][CH2:39]1 |f:2.3.4.5.6|. Procedure details: To the reaction mixture above (482A) was added 4-(2-chloro-4-(4,4,5,5-tetramethyl-1,3,2-dioxaborolan-2-yl)benzyl)morpholine 477B (0.098 g, 0.289 mmol) and additional PdCl2(dppf)-CH2Cl2 adduct (0.020 g, 0.024 mmol). The mixture was heated in microwave at 105° C. for 1 hr. The mixture was filtered and then purified using preparative HPLC to give titled product. MS (ESI) m/z 582.21 (M+H)+. Reactants: CCO, CNC(=NS(=O)(=O)N1CCOCC1)N1CC(c2ccccc2)C(c2ccc(Cl)cc2)=N1. Product: CNC(=NS(=O)(=O)N1CCCCC1)N1CC(c2ccccc2)C(c2ccc(Cl)cc2)=N1. RXN SMILES: [CH3:32][CH2:33][OH:34].[Cl:1][c:2]1[cH:3][cH:4][c:5]([C:8]2=[N:9][N:10]([C:19](=[N:20][S:21](=[O:22])(=[O:23])[N:24]3[CH2:25][CH2:26][O:27][CH2:28][CH2:29]3)[NH:30][CH3:31])[CH2:11][CH:12]2[c:13]2[cH:14][cH:15][cH:16][cH:17][cH:18]2)[cH:6][cH:7]1>>[Cl:1][c:2]1[cH:3][cH:4][c:5]([C:8]2=[N:9][N:10]([C:19](=[N:20][S:21](=[O:22])(=[O:23])[N:24]3[CH2:25][CH2:26][CH2:32][CH2:28][CH2:29]3)[NH:30][CH3:31])[CH2:11][CH:12]2[c:13]2[cH:14][cH:15][cH:16][cH:17][cH:18]2)[cH:6][cH:7]1.